Dataset: the Open Reaction Database (ORD), a public repository of structured organic reaction records. Task: describe an organic reaction: reactants, conditions, products, and yield The reactants are [N+](=O)([O-])[O-].[NH4+] (ammonium nitrate), FC(C(F)F)(OC=1C=C(N)C=CC1)F (3-(1,1,2,2-tetrafluoroethoxy)aniline), Cl (hydrochloric acid), N#CN (cyanamide). Solvent: C(C)O (ethanol). The product is [N+](=O)(O)[O-].FC(C(F)F)(OC=1C=C(C=CC1)NC(=N)N)F (3-(1,1,2,2-tetrafluoroethoxy)phenylguanidine nitrate). As a reaction SMILES: [F:1][C:2]([F:14])([O:6][C:7]1[CH:8]=[C:9]([CH:11]=[CH:12][CH:13]=1)[NH2:10])[CH:3]([F:5])[F:4].[N:15]#[C:16][NH2:17].Cl.[N+:19]([O-:22])([O-:21])=[O:20].[NH4+]>C(O)C>[N+:19]([O-:22])([OH:21])=[O:20].[F:1][C:2]([F:14])([O:6][C:7]1[CH:8]=[C:9]([NH:10][C:16]([NH2:17])=[NH:15])[CH:11]=[CH:12][CH:13]=1)[CH:3]([F:4])[F:5] |f:3.4,6.7|. Procedure: To a suspension of 25.2 g (120 mmol) of 3-(1,1,2,2-tetrafluoroethoxy)aniline in 125 ml of ethanol are added 10.1 g (240 mmol) of cyanamide (50% in water). Then 16.3 ml (192 mmol) of concentrated hydrochloric acid are added to the brown solution and the mixture is refluxed for 19 hours. After cooling to room temperature, the reaction mixture is concentrated under reduced pressure and the residue is dissolved in 80 ml of water. After addition of 19.2 g (240 mmol) of ammonium nitrate, the product i... Yields the product Cl.ClCCCC1NCCC=2C3=CC=CC=C3NC12 (1-(γ-chloropropyl)-1,2,3,4-tetrahydro-β-carboline hydrochloride). Yield: 31.6%. Procedure details: 200 parts of a 17.5% strength by weight solution of γ-chlorobutyraldehyde in xylene, 212 parts of isopropanol, 52 parts of 3-(β-aminoethyl)-indole and 388 parts of a 10% strength by weight aqueous sulfuric acid were stirred for 5 hours at 82° C., the mixture was cooled and the product was filtered off under suction and washed with 100 parts of isopropanol. 36 parts (31.6%) of 1-(γ-chloropropyl)-1,2,3,4-tetrahydro-β-carboline hydrochloride of melting point 216°-220° C. were obtained (cf. Example ... Starting materials: ClCCCC=O (γ-chlorobutyraldehyde), C(C)(C)O (isopropanol), NCCC1=CNC2=CC=CC=C12 (3-(β-aminoethyl)-indole), S(O)(O)(=O)=O (sulfuric acid). Reaction SMILES: [Cl:1][CH2:2][CH2:3][CH2:4][CH:5]=O.C(O)(C)C.[NH2:11][CH2:12][CH2:13][C:14]1[C:22]2[C:17](=[CH:18][CH:19]=[CH:20][CH:21]=2)[NH:16][CH:15]=1.S(=O)(=O)(O)O>C1(C)C(C)=CC=CC=1>[ClH:1].[Cl:1][CH2:2][CH2:3][CH2:4][CH:5]1[C:15]2[NH:16][C:17]3[C:22](=[CH:21][CH:20]=[CH:19][CH:18]=3)[C:14]=2[CH2:13][CH2:12][NH:11]1 |f:5.6|. Run in C=1(C(=CC=CC1)C)C (xylene). The reactants are Oc1ccc2cc(Br)ccc2c1, CS(C)=O, [H-], CI, [Na+], [Na+], [OH-]. Product: COc1ccc2cc(Br)ccc2c1. As a reaction SMILES: [Br:3][c:4]1[cH:5][c:6]2[cH:7][cH:8][c:9]([OH:14])[cH:10][c:11]2[cH:12][cH:13]1.[CH3:19][S:20]([CH3:21])=[O:22].[H-:1].[I:15][CH3:16].[Na+:18].[Na+:2].[OH-:17]>>[Br:3][c:4]1[cH:5][c:6]2[cH:7][cH:8][c:9]([O:14][CH3:16])[cH:10][c:11]2[cH:12][cH:13]1. Reactants: C1(CC1)C=1C(=NC=CN1)C1=CC=C(C=C1)CC(=O)OC (methyl [4-(3-cyclopropylpyrazin-2-yl)phenyl]acetate), [Li+].[OH-] (LiOH), Cl (HCl). Solvent: CO (MeOH). Reaction conditions: time 1 hour. The product is C1(CC1)C=1C(=NC=CN1)C1=CC=C(C=C1)CC(=O)O ([4-(3-cyclopropylpyrazin-2-yl)phenyl]acetic acid). Yield: 85.0%. As a reaction SMILES: [CH:1]1([C:4]2[C:5]([C:10]3[CH:15]=[CH:14][C:13]([CH2:16][C:17]([O:19]C)=[O:18])=[CH:12][CH:11]=3)=[N:6][CH:7]=[CH:8][N:9]=2)[CH2:3][CH2:2]1.[Li+].[OH-].Cl>CO>[CH:1]1([C:4]2[C:5]([C:10]3[CH:15]=[CH:14][C:13]([CH2:16][C:17]([OH:19])=[O:18])=[CH:12][CH:11]=3)=[N:6][CH:7]=[CH:8][N:9]=2)[CH2:2][CH2:3]1 |f:1.2|. Procedure: To a solution of 0.10 g (0.37 mmol) of methyl [4-(3-cyclopropylpyrazin-2-yl)phenyl]acetate in 0.75 ml of MeOH was added 0.75 mL (0.75 mmol) of 1N LiOH. After 1 h at room temperature, the reaction mixture was acidified with 1 N HCl, extracted twice with ethyl acetate. The combined organic layers were washed with brine. The organic layer was dried over Na2SO4, filtered and concentrated in vacuo to afforded 0.080 g (84%) of [4-(3-cyclopropylpyrazin-2-yl)phenyl]acetic acid. ES-MS M+1=255.1. The reactants are BrBr (bromine), ClC1=C(C(=O)C2=C(C=C(C=C2)OC)C)C(=CC=C1)Cl (2,6-Dichloro-4'-methoxy-2'-methyl-benzophenone), C(O)([O-])=O.[Na+] (sodium hydrogencarbonate). Run in O (water), O (water). Reaction conditions: temperature 20 celsius, time 15 minute. The product is BrC=1C(=CC(=C(C1)C(C1=C(C=CC=C1Cl)Cl)=O)C)OC (5'-Bromo-2,6-dichloro-4'-methoxy-2'-methyl-benzophenone). RXN SMILES: [Br:1]Br.[Cl:3][C:4]1[CH:20]=[CH:19][CH:18]=[C:17]([Cl:21])[C:5]=1[C:6]([C:8]1[CH:13]=[CH:12][C:11]([O:14][CH3:15])=[CH:10][C:9]=1[CH3:16])=[O:7].C(=O)([O-])O.[Na+]>O>[Br:1][C:12]1[C:11]([O:14][CH3:15])=[CH:10][C:9]([CH3:16])=[C:8]([C:6](=[O:7])[C:5]2[C:4]([Cl:3])=[CH:20][CH:19]=[CH:18][C:17]=2[Cl:21])[CH:13]=1 |f:2.3|. Reported procedure: A solution of bromine (0.25 ml in 3 ml of trichloromethane) is added dropwise to a stirred solution of 2,6-Dichloro-4'-methoxy-2'-methyl-benzophenone (1.5 g; 5 mmol in 5 ml of trichloromethane), followed by 15 minutes of stirring at 20° C. The mixture is shaken with water, sodium hydrogencarbonate solution and water. The organic phase is dried and evaporated. The residue is purified by chromatography (flash column filled with 30 g of silicagel, elution with petrolether/ethylacetate changing from... Starting materials: CCCCc1nc2ccc(N(CC3CCCCC3)C(C)=O)cc2n1Cc1ccc(-c2ccccc2C(=O)OC(C)(C)C)cc1, ClCCl, O=C(O)C(F)(F)F. Product: CCCCc1nc2ccc(N(CC3CCCCC3)C(C)=O)cc2n1Cc1ccc(-c2ccccc2C(=O)O)cc1. RXN SMILES: [CH2:1]([CH2:2][CH2:3][CH3:4])[c:5]1[n:6][c:7]2[c:8]([n:9]1[CH2:10][c:11]1[cH:12][cH:13][c:14](-[c:17]3[c:18]([C:23](=[O:24])[O:25][C:26]([CH3:27])([CH3:28])[CH3:29])[cH:19][cH:20][cH:21][cH:22]3)[cH:15][cH:16]1)[cH:30][c:31]([N:34]([C:35]([CH3:36])=[O:37])[CH2:38][CH:39]1[CH2:40][CH2:41][CH2:42][CH2:43][CH2:44]1)[cH:32][cH:33]2.[CH2:52]([Cl:53])[Cl:54].[OH:45][C:46]([C:47]([F:48])([F:49])[F:50])=[O:51]>>[CH2:1]([CH2:2][CH2:3][CH3:4])[c:5]1[n:6][c:7]2[c:8]([n:9]1[CH2:10][c:11]1[cH:12][cH:13][c:14](-[c:17]3[c:18]([C:23](=[O:24])[OH:25])[cH:19][cH:20][cH:21][cH:22]3)[cH:15][cH:16]1)[cH:30][c:31]([N:34]([C:35]([CH3:36])=[O:37])[CH2:38][CH:39]1[CH2:40][CH2:41][CH2:42][CH2:43][CH2:44]1)[cH:32][cH:33]2. Reactants: [Cl-].[Al+3].[Cl-].[Cl-] (Aluminum chloride), ClC1=C(C(=CC=C1)Cl)C1=CNC=C1 (3-(2,6-dichloro-phenyl)-1H-pyrrole), ClC1=C(C(=O)Cl)C=CC=N1 (2-chloronicotinoyl chloride). Solvent: C(Cl)Cl (DCM), C(C)(=O)OCC (ethyl acetate). Run at temperature 0 celsius, time 1.5 hour. Product: ClC1=NC=CC=C1C(=O)C=1NC=CC1C1=C(C=CC=C1Cl)Cl ((2-chloro-pyridin-3-yl)-[3-(2,6-dichloro-phenyl)-1H-pyrrol-2-yl]-methanone). Yield: 4.8%. RXN SMILES: [Cl-].[Al+3].[Cl-].[Cl-].[Cl:5][C:6]1[CH:11]=[CH:10][CH:9]=[C:8]([Cl:12])[C:7]=1[C:13]1[CH:17]=[CH:16][NH:15][CH:14]=1.[Cl:18][C:19]1[N:27]=[CH:26][CH:25]=[CH:24][C:20]=1[C:21](Cl)=[O:22]>C(Cl)Cl.C(OCC)(=O)C>[Cl:18][C:19]1[C:20]([C:21]([C:14]2[NH:15][CH:16]=[CH:17][C:13]=2[C:7]2[C:6]([Cl:5])=[CH:11][CH:10]=[CH:9][C:8]=2[Cl:12])=[O:22])=[CH:24][CH:25]=[CH:26][N:27]=1 |f:0.1.2.3|. Reported procedure: Aluminum chloride (1.4 g, 10.5 mmol) was added to a mixture of 3-(2,6-dichloro-phenyl)-1H-pyrrole (2 g, prepared according to JOC, 62, 1997, 2650) and 2-chloronicotinoyl chloride (1.8 g, 10.5 mmol) in DCM (55 mL) at 0° C. The mixture was stirred at 0° C. for 30 mins and at room temperature for 1.5 hours. The reaction was diluted with ethyl acetate and washed with brine, 2N NaOH, brine, dried and concentrated. The residue was purified on silica gel column to give 160 mg of (2-chloro-pyridin-3-yl)... Reactants: ClC(=O)OCC1=CC=CC=C1 (Benzyl chloroformate), COC([C@H](C)NCC(OC)OC)=O ((S)-2-(2,2-dimethoxy-ethylamino)-propionic acid methyl ester), C(O)([O-])=O.[Na+] (sodium hydrogencarbonate). Run in CC(=O)C (acetone), O (water). Product: COC([C@H](C)N(CC(OC)OC)C(=O)OCC1=CC=CC=C1)=O ((S)-2-[Benzyloxycarbonyl-(2,2-dimethoxy-ethyl)-amino]-propionic acid methyl ester). Yield: 72.4%. As a reaction SMILES: Cl[C:2]([O:4][CH2:5][C:6]1[CH:11]=[CH:10][CH:9]=[CH:8][CH:7]=1)=[O:3].[CH3:12][O:13][C:14](=[O:24])[C@@H:15]([NH:17][CH2:18][CH:19]([O:22][CH3:23])[O:20][CH3:21])[CH3:16].C(=O)([O-])O.[Na+]>CC(C)=O.O>[CH3:12][O:13][C:14](=[O:24])[C@@H:15]([N:17]([C:2]([O:4][CH2:5][C:6]1[CH:11]=[CH:10][CH:9]=[CH:8][CH:7]=1)=[O:3])[CH2:18][CH:19]([O:22][CH3:23])[O:20][CH3:21])[CH3:16] |f:2.3|. Reported procedure: Benzyl chloroformate (4.46 g, 24.8 mmol) was added at 0° C. to a mixture of (S)-2-(2,2-dimethoxy-ethylamino)-propionic acid methyl ester (4.75 g, 24.8 mmol) and sodium hydrogencarbonate (4.17 g, 49.7 mmol) in acetone (25 mL) and water (25 mL). The ice bath was removed, then after 2 h the reaction mixture was poured onto ice water and extracted with ethyl acetate. The organic layer was dried (MgSO4), filtered, and evaporated. Chromatography (SiO2; heptane-ethyl acetate gradient afforded the title... The reactants are CCOC(C)=O, CN(C)C=O, CC(=O)Nc1nc(CCc2ccc(CCl)c(F)c2)cs1, [N-]=[N+]=[N-], [Na+], O. The product is CC(=O)Nc1nc(CCc2ccc(CN=[N+]=[N-])c(F)c2)cs1. As a reaction SMILES: [CH3:26][CH2:27][O:28][C:29](=[O:30])[CH3:31].[CH3:32][N:33]([CH3:34])[CH:35]=[O:36].[Cl:1][CH2:2][c:3]1[c:4]([F:20])[cH:5][c:6]([CH2:9][CH2:10][c:11]2[n:12][c:13]([NH:16][C:17]([CH3:18])=[O:19])[s:14][cH:15]2)[cH:7][cH:8]1.[N-:22]=[N+:23]=[N-:24].[Na+:21].[OH2:25]>>[CH2:2]([c:3]1[c:4]([F:20])[cH:5][c:6]([CH2:9][CH2:10][c:11]2[n:12][c:13]([NH:16][C:17]([CH3:18])=[O:19])[s:14][cH:15]2)[cH:7][cH:8]1)[N:22]=[N+:23]=[N-:24].